From a dataset of the Open Reaction Database (ORD), a public repository of structured organic reaction records. describe an organic reaction: reactants, conditions, products, and yield Starting materials: CCOC(=O)COc1ccc(SCc2cc(O)cc(Br)c2)cc1C, CCCCP(CCCC)CCCC, C1CCOC1, OCC1CC1, O=C(N=NC(=O)N1CCCCC1)N1CCCCC1. The product is CCOC(=O)COc1ccc(SCc2cc(Br)cc(OCC3CC3)c2)cc1C. Reaction SMILES: [CH2:1]([CH3:2])[O:3][C:4]([CH2:5][O:6][c:7]1[c:8]([CH3:23])[cH:9][c:10]([S:13][CH2:14][c:15]2[cH:16][c:17]([Br:22])[cH:18][c:19]([OH:21])[cH:20]2)[cH:11][cH:12]1)=[O:24].[CH2:30]([P:31]([CH2:32][CH2:33][CH2:34][CH3:35])[CH2:36][CH2:37][CH2:38][CH3:39])[CH2:40][CH2:41][CH3:42].[CH2:61]1[O:62][CH2:63][CH2:64][CH2:65]1.[CH:25]1([CH2:28][OH:29])[CH2:26][CH2:27]1.[N:43]([C:44]([N:45]1[CH2:46][CH2:47][CH2:48][CH2:49][CH2:50]1)=[O:51])=[N:52][C:53]([N:54]1[CH2:55][CH2:56][CH2:57][CH2:58][CH2:59]1)=[O:60]>>[CH2:1]([CH3:2])[O:3][C:4]([CH2:5][O:6][c:7]1[c:8]([CH3:23])[cH:9][c:10]([S:13][CH2:14][c:15]2[cH:16][c:17]([Br:22])[cH:18][c:19]([O:21][CH2:28][CH:25]3[CH2:26][CH2:27]3)[cH:20]2)[cH:11][cH:12]1)=[O:24]. Starting materials: ClC1=CC=C(COC2=CC(N(C=C2)C=2C=CC=3C4=C(N(C3C2)C)CCCN(C4)C(=O)OC(C)(C)C)=O)C=C1 (tert-butyl 8-(4-(4-chlorobenzyloxy)-2-oxopyridin-1(2H)-yl)-6-methyl-3,4,5,6-tetrahydroazepino[4,3-b]indole-2(1H)-carboxylate), FC(C(=O)O)(F)F (trifluoroacetic acid). Run in ClCCl (dichloromethane). Run at time 2 hour. Yields the product Cl.ClC1=CC=C(COC2=CC(N(C=C2)C=2C=CC=3C4=C(N(C3C2)C)CCCNC4)=O)C=C1 (4-(4-Chlorobenzyloxy)-1-(6-methyl-1,2,3,4,5,6-hexahydroazepino[4,3-b]indol-8-yl)pyridin-2(1H)-one hydrochloride). The yield is 78.3%. As a reaction SMILES: [Cl:1][C:2]1[CH:38]=[CH:37][C:5]([CH2:6][O:7][C:8]2[CH:13]=[CH:12][N:11]([C:14]3[CH:15]=[CH:16][C:17]4[C:18]5[CH2:28][N:27](C(OC(C)(C)C)=O)[CH2:26][CH2:25][CH2:24][C:19]=5[N:20]([CH3:23])[C:21]=4[CH:22]=3)[C:10](=[O:36])[CH:9]=2)=[CH:4][CH:3]=1.FC(F)(F)C(O)=O>ClCCl>[ClH:1].[Cl:1][C:2]1[CH:3]=[CH:4][C:5]([CH2:6][O:7][C:8]2[CH:13]=[CH:12][N:11]([C:14]3[CH:15]=[CH:16][C:17]4[C:18]5[CH2:28][NH:27][CH2:26][CH2:25][CH2:24][C:19]=5[N:20]([CH3:23])[C:21]=4[CH:22]=3)[C:10](=[O:36])[CH:9]=2)=[CH:37][CH:38]=1 |f:3.4|. Procedure: To a solution of tert-butyl 8-(4-(4-chlorobenzyloxy)-2-oxopyridin-1(2H)-yl)-6-methyl-3,4,5,6-tetrahydroazepino[4,3-b]indole-2(1H)-carboxylate (100 mg, 0.19 mmol) in dichloromethane (20 mL) was trifluoroacetic acid (0.5 mL). The reaction mixture was stirred at room temperature for 2 h and then concentrated under reduced pressure. The residue was purified by preparative HPLC (Phenomenex Luna C18 (2), 250.0×50.0 mm, 10 micron, H2O with 0.05% TFA and CH3CN with 0.05% TFA). The clean fractions were c... Reactants: C(C)N1N=CC=2C1=NC(=C(C2NC2CCOCC2)CNC(C2=CC(=CC=C2)CC(C)=O)=O)CC (N-[[1,6-Diethyl-4-[(tetrahydro-2H-pyran-4-yl)amino]-1H-pyrazolo[3,4-b]pyridin-5-yl]methyl]-3-(2-oxopropyl)benzamide), C(C1=CC=CC=C1)OC=1C=CC(=C2C=CC(NC12)=O)[C@H](CNC(CC=1C=C(C(=O)O)C=CC1)(C)C)O[Si](C)(C)C(C)(C)C ((R)-3-[2-[[2-[8-(Benzyloxy)-2-oxo-1,2-dihydroquinolin-5-yl]-2-[(tert-butyldimethylsilyl)oxy]ethyl]amino]-2-methylpropyl]benzoic acid), C51H68N7O5Si. Product: C(C1=CC=CC=C1)OC=1C=CC(=C2C=CC(NC12)=O)[C@H](CNC(CC=1C=C(C(=O)NCC=2C(=C3C(=NC2CC)N(N=C3)CC)NC3CCOCC3)C=CC1)(C)C)O[Si](C)(C)C(C)(C)C ((R)-3-[2-[[2-[8-(Benzyloxy)-2-oxo-1,2-dihydroquinolin-5-yl]-2-[(tert-butyldimethylsilyl)oxy]ethyl]amino]-2-methylpropyl]-N-[[1,6-diethyl-4-[(tetrahydro-2H-pyran-4-yl)amino]-1H-pyrazolo[3,4-b]pyridin-5-yl]methyl]benzamide). RXN SMILES: [CH2:1]([N:3]1[C:7]2=[N:8][C:9]([CH2:33][CH3:34])=[C:10]([CH2:19][NH:20][C:21](=[O:32])C3C=CC=C(CC(=O)C)C=3)[C:11]([NH:12][CH:13]3[CH2:18][CH2:17][O:16][CH2:15][CH2:14]3)=[C:6]2[CH:5]=[N:4]1)[CH3:2].[CH2:35]([O:42][C:43]1[CH:44]=[CH:45][C:46]([C@@H:54]([O:70][Si:71]([C:74]([CH3:77])([CH3:76])[CH3:75])([CH3:73])[CH3:72])[CH2:55][NH:56][C:57]([CH3:69])([CH3:68])[CH2:58][C:59]2[CH:60]=[C:61]([CH:65]=[CH:66][CH:67]=2)C(O)=O)=[C:47]2[C:52]=1[NH:51][C:50](=[O:53])[CH:49]=[CH:48]2)[C:36]1[CH:41]=[CH:40][CH:39]=[CH:38][CH:37]=1>>[CH2:35]([O:42][C:43]1[CH:44]=[CH:45][C:46]([C@@H:54]([O:70][Si:71]([C:74]([CH3:76])([CH3:77])[CH3:75])([CH3:72])[CH3:73])[CH2:55][NH:56][C:57]([CH3:69])([CH3:68])[CH2:58][C:59]2[CH:60]=[C:61]([CH:65]=[CH:66][CH:67]=2)[C:21]([NH:20][CH2:19][C:10]2[C:11]([NH:12][CH:13]3[CH2:18][CH2:17][O:16][CH2:15][CH2:14]3)=[C:6]3[CH:5]=[N:4][N:3]([CH2:1][CH3:2])[C:7]3=[N:8][C:9]=2[CH2:33][CH3:34])=[O:32])=[C:47]2[C:52]=1[NH:51][C:50](=[O:53])[CH:49]=[CH:48]2)[C:36]1[CH:37]=[CH:38][CH:39]=[CH:40][CH:41]=1. Reported procedure: The title compound was synthesized in a manner analogous to that described for Intermediate 29, using Intermediate 50 in place of 3-(2-oxopropyl)benzoic acid. ES/MS calcd. for C51H68N7O5Si+ 886.5. found m/z=886.5 (M+H)+. Starting materials: O=C([O-])[O-], C1COCCO1, COC(=O)C1(c2ccc(Nc3nc(Cl)nc4c3CCC4)cc2)CCC1, [Cs+], [Cs+], O=C1CCCN1, O=C(C=Cc1ccccc1)C=Cc1ccccc1, O=C(C=Cc1ccccc1)C=Cc1ccccc1, O=C(C=Cc1ccccc1)C=Cc1ccccc1, [Pd], [Pd]. The product is COC(=O)C1(c2ccc(Nc3nc(N4CCCC4=O)nc4c3CCC4)cc2)CCC1. As a reaction SMILES: [C:32](=[O:33])([O-:34])[O-:35].[CH2:94]1[O:95][CH2:96][CH2:97][O:98][CH2:99]1.[CH3:1][O:2][C:3](=[O:4])[C:5]1([c:9]2[cH:10][cH:11][c:12]([NH:15][c:16]3[n:17][c:18]([Cl:25])[n:19][c:20]4[c:21]3[CH2:22][CH2:23][CH2:24]4)[cH:13][cH:14]2)[CH2:6][CH2:7][CH2:8]1.[Cs+:36].[Cs+:37].[NH:26]1[C:27](=[O:31])[CH2:28][CH2:29][CH2:30]1.[O:40]=[C:41]([CH:42]=[CH:43][c:44]1[cH:45][cH:46][cH:47][cH:48][cH:49]1)[CH:50]=[CH:51][c:52]1[cH:53][cH:54][cH:55][cH:56][cH:57]1.[O:58]=[C:59]([CH:60]=[CH:61][c:62]1[cH:63][cH:64][cH:65][cH:66][cH:67]1)[CH:68]=[CH:69][c:70]1[cH:71][cH:72][cH:73][cH:74][cH:75]1.[O:76]=[C:77]([CH:78]=[CH:79][c:80]1[cH:81][cH:82][cH:83][cH:84][cH:85]1)[CH:86]=[CH:87][c:88]1[cH:89][cH:90][cH:91][cH:92][cH:93]1.[Pd:38].[Pd:39]>>[CH3:1][O:2][C:3](=[O:4])[C:5]1([c:9]2[cH:10][cH:11][c:12]([NH:15][c:16]3[n:17][c:18]([N:26]4[C:27](=[O:31])[CH2:28][CH2:29][CH2:30]4)[n:19][c:20]4[c:21]3[CH2:22][CH2:23][CH2:24]4)[cH:13][cH:14]2)[CH2:6][CH2:7][CH2:8]1.